From a dataset of the Open Reaction Database (ORD), a public repository of structured organic reaction records. describe an organic reaction: reactants, conditions, products, and yield Starting materials: C1(=CC=CC=C1)C1=NN=NN1SCN1S(=O)(=O)C2=CC=CC(=C2C1=O)CC (2-(5-phenyl-1-tetrazolyl)thiomethyl-4-ethylsaccharin), [Na].C1(=CC=CC=C1)N1N=NN=C1S (1-phenyltetrazol-5-thiol sodium salt), O (water). The solvent is CN(C=O)C (dimethylformamide). The product is C1(=CC=CC=C1)N1N=NN(C1=S)CN1S(=O)(=O)C2=CC=CC(=C2C1=O)CC (2-(4-phenyl-5-thioxo-1-tetrazolyl)methyl-4-ethylsaccharin). The yield is 60.0%. RXN SMILES: C1(C2N(S[CH2:13][N:14]3[C:24](=[O:25])[C:23]4[C:18](=[CH:19][CH:20]=[CH:21][C:22]=4[CH2:26][CH3:27])[S:15]3(=[O:17])=[O:16])N=NN=2)C=CC=CC=1.[Na].[C:29]1([N:35]2[C:39]([SH:40])=[N:38][N:37]=[N:36]2)[CH:34]=[CH:33][CH:32]=[CH:31][CH:30]=1.O>CN(C)C=O>[C:29]1([N:35]2[C:39](=[S:40])[N:38]([CH2:13][N:14]3[C:24](=[O:25])[C:23]4[C:18](=[CH:19][CH:20]=[CH:21][C:22]=4[CH2:26][CH3:27])[S:15]3(=[O:16])=[O:17])[N:37]=[N:36]2)[CH:30]=[CH:31][CH:32]=[CH:33][CH:34]=1 |f:1.2,^1:27|. Reported procedure: A solution of 2-(5-phenyl-1-tetrazolyl)thiomethyl-4-ethylsaccharin (Example 30AE, 0.020 g) and 1-phenyltetrazol-5-thiol sodium salt (0.0026 g) in dimethylformamide (1 mL) was heated at 100° C. for three days, then poured into water. Recrystallization of the resulting solid from ethanol-water afforded 2-(4-phenyl-5-thioxo-1-tetrazolyl)methyl-4-ethylsaccharin, 0.012 g, 60% yield, mp 127°-129° C.